This data is from the Open Reaction Database (ORD), a public repository of structured organic reaction records. The task is: describe an organic reaction: reactants, conditions, products, and yield Starting materials: O=C(O)C1=CCN(c2ncc(Br)cc2F)CC1, O=C(Cl)C1=CCN(c2ncc(Br)cc2F)CC1, CO, CN(C)C=O, Nc1nc2ccc(F)cc2s1, C1CCOC1, O=S(Cl)Cl, c1ccncc1. Product: O=C(Nc1nc2ccc(F)cc2s1)C1=CCN(c2ncc(Br)cc2F)CC1. RXN SMILES: [Br:1][c:2]1[cH:3][c:4]([F:17])[c:5]([N:8]2[CH2:9][CH2:10][C:11]([C:14](=[O:15])[OH:16])=[CH:12][CH2:13]2)[n:6][cH:7]1.[Br:41][c:42]1[cH:43][c:44]([F:45])[c:46]([N:47]2[CH2:48][CH:49]=[C:50]([C:51]([Cl:52])=[O:53])[CH2:54][CH2:55]2)[n:56][cH:57]1.[CH3:39][OH:40].[CH3:63][N:64]([CH3:65])[CH:66]=[O:67].[NH2:22][c:23]1[s:24][c:25]2[c:26]([n:27]1)[cH:28][cH:29][c:30]([F:32])[cH:31]2.[O:58]1[CH2:59][CH2:60][CH2:61][CH2:62]1.[S:18]([Cl:19])([Cl:20])=[O:21].[cH:33]1[cH:34][cH:35][n:36][cH:37][cH:38]1>>[Br:1][c:2]1[cH:3][c:4]([F:17])[c:5]([N:8]2[CH2:9][CH2:10][C:11]([C:14](=[O:16])[NH:22][c:23]3[s:24][c:25]4[c:26]([n:27]3)[cH:28][cH:29][c:30]([F:32])[cH:31]4)=[CH:12][CH2:13]2)[n:6][cH:7]1. Reactants: O=C1CCN(CC1)C1=CC=C(C=C1)NS(=O)(=O)CCCC (Butane-1-sulfonic acid [4-(4-oxo-piperidine-1-yl)-phenyl]-amide), NC[C@@H](COC=1C=CC(=C(C1)NS(=O)(=O)C)O)O (N-[5-((2S)-3-Amino-2-hydroxy-propoxy)-2-hydroxy-phenyl]-methanesulfonamide). Yields the product O[C@@H](CNC1CCN(CC1)C1=CC=C(C=C1)NS(=O)(=O)CCCC)COC1=CC(=C(C=C1)O)NS(=O)(=O)C (N-(4-{4-[((2S)-2-Hydroxy-3-{4-hydroxy-3-[(methylsulfonyl)amino]phenoxy}-propyl)amino]-1-piperidineyl}phenyl)-1-butanesulfonamide). Reaction SMILES: O=[C:2]1[CH2:7][CH2:6][N:5]([C:8]2[CH:13]=[CH:12][C:11]([NH:14][S:15]([CH2:18][CH2:19][CH2:20][CH3:21])(=[O:17])=[O:16])=[CH:10][CH:9]=2)[CH2:4][CH2:3]1.[NH2:22][CH2:23][C@H:24]([OH:39])[CH2:25][O:26][C:27]1[CH:28]=[CH:29][C:30]([OH:38])=[C:31]([NH:33][S:34]([CH3:37])(=[O:36])=[O:35])[CH:32]=1>>[OH:39][C@H:24]([CH2:25][O:26][C:27]1[CH:28]=[CH:29][C:30]([OH:38])=[C:31]([NH:33][S:34]([CH3:37])(=[O:36])=[O:35])[CH:32]=1)[CH2:23][NH:22][CH:2]1[CH2:7][CH2:6][N:5]([C:8]2[CH:13]=[CH:12][C:11]([NH:14][S:15]([CH2:18][CH2:19][CH2:20][CH3:21])(=[O:17])=[O:16])=[CH:10][CH:9]=2)[CH2:4][CH2:3]1. Reported procedure: The title compound was prepared from butane-1-sulfonic acid [4-(4-oxo-piperidine-1-yl)-phenyl]-amide (which was obtained in Example 228) and N-[5-((2S)-3-amino-2-hydroxy-propoxy)-2-hydroxy-phenyl]-methanesulfonamide (which was obtained in Example 14) according to the procedure of Example 278 as an off-white solid; 1H NMR (300 MHz, DMSO-d6) δ 0.83 (t, J=7.3 Hz, 3H), 1.25-1.40 (m, 2H), 1.55-1.70 (m, 2H), 1.80-1.95 (m, 2H), 2.50-2.80 (m, 5H), 2.92 (s, 3H), 2.85-3.30 (m, 2H), 3.50-3.65 (m, 2H), 3.70... The reactants are CC(C)(C)C(=O)Oc3ccc2ccc(n1ccnc1)cc2c3 (substrate), O=C=O (effective_coupling_partner). The reagents and catalysts are dppf. Run at temperature 80 celsius, time 48 hour. The product is O=C(O)c3ccc2ccc(n1ccnc1)cc2c3. Reactants: FC1=C(OC2=CC=C(C=N2)C=O)C=CC=C1 (6-(2-fluoro-phenoxy)-pyridine-3-carbaldehyde), [BH4-].[Na+] (sodium borohydride), [N+](=O)([O-])C (nitromethane), C(C)(=O)[O-].[NH4+] (ammonium acetate). Run in O (Water), C(C)(=O)O (acetic acid), O (water). Run at temperature 100 celsius, time 3 hour. The product is FC1=C(OC2=NC=C(C=C2)CC[N+](=O)[O-])C=CC=C1 (2-(2-Fluoro-phenoxy)-5-(2-nitro-ethyl)-pyridine). Isolated yield 59.0%. Reaction SMILES: [F:1][C:2]1[CH:16]=[CH:15][CH:14]=[CH:13][C:3]=1[O:4][C:5]1[N:10]=[CH:9][C:8]([CH:11]=O)=[CH:7][CH:6]=1.[N+:17]([CH3:20])([O-:19])=[O:18].C([O-])(=O)C.[NH4+].[BH4-].[Na+]>O.C(O)(=O)C>[F:1][C:2]1[CH:16]=[CH:15][CH:14]=[CH:13][C:3]=1[O:4][C:5]1[CH:6]=[CH:7][C:8]([CH2:11][CH2:20][N+:17]([O-:19])=[O:18])=[CH:9][N:10]=1 |f:2.3,4.5|. Reported procedure: To a mixture of 6-(2-fluoro-phenoxy)-pyridine-3-carbaldehyde (210 mg, 0.97 mmol) described in Manufacturing Example 74-1-2 and acetic acid (3 mL) were added nitromethane (0.39 mL, 7.3 mmol) and ammonium acetate (220 mg, 2.9 mmol), which was stirred for 3 hours at 100° C. The reaction mixture was cooled to room temperature and water was added thereto, followed by extraction with ethyl acetate. The organic layer was washed with saturated aqueous sodium chloride and dried over anhydrous magnesium s... Starting materials: COCCN1CCN(c2ccc(N)c(OC)c2)CC1, CO, COc1ccc(-c2nc3ccccn3c2-c2ccnc(Cl)n2)cc1C(=O)Nc1c(F)cccc1F, ClCCl, OC(F)(F)CF, N, Cc1ccc(S(=O)(=O)O)cc1. The product is COCCN1CCN(c2ccc(Nc3nccc(-c4c(-c5ccc(OC)c(C(=O)Nc6c(F)cccc6F)c5)nc5ccccn45)n3)c(OC)c2)CC1. RXN SMILES: [CH3:36][O:37][c:38]1[c:39]([NH2:40])[cH:41][cH:42][c:43]([N:45]2[CH2:46][CH2:47][N:48]([CH2:51][CH2:52][O:53][CH3:54])[CH2:49][CH2:50]2)[cH:44]1.[CH3:73][OH:74].[Cl:1][c:2]1[n:3][cH:4][cH:5][c:6](-[c:8]2[c:9](-[c:17]3[cH:18][cH:19][c:20]([O:34][CH3:35])[c:21]([C:22](=[O:23])[NH:24][c:25]4[c:26]([F:32])[cH:27][cH:28][cH:29][c:30]4[F:31])[cH:33]3)[n:10][c:11]3[n:12]2[cH:13][cH:14][cH:15][cH:16]3)[n:7]1.[Cl:75][CH2:76][Cl:77].[F:66][CH2:67][C:68]([F:69])([F:70])[OH:71].[NH3:72].[c:55]1([CH3:56])[cH:57][cH:58][c:59]([S:60]([OH:61])(=[O:62])=[O:63])[cH:64][cH:65]1>>[c:2]1([NH:40][c:39]2[c:38]([O:37][CH3:36])[cH:44][c:43]([N:45]3[CH2:46][CH2:47][N:48]([CH2:51][CH2:52][O:53][CH3:54])[CH2:49][CH2:50]3)[cH:42][cH:41]2)[n:3][cH:4][cH:5][c:6](-[c:8]2[c:9](-[c:17]3[cH:18][cH:19][c:20]([O:34][CH3:35])[c:21]([C:22](=[O:23])[NH:24][c:25]4[c:26]([F:32])[cH:27][cH:28][cH:29][c:30]4[F:31])[cH:33]3)[n:10][c:11]3[n:12]2[cH:13][cH:14][cH:15][cH:16]3)[n:7]1. Starting materials: O (Water), C(Br)C1CO1 (Epibromohydrin), FC=1C=C2C=CNC2=CC1 (5-fluoroindole), [H-].[Na+] (sodium hydride). Run in CN(C)C=O (DMF). Reaction conditions: temperature 60 celsius. Product: C(C1CO1)N1C=CC2=CC(=CC=C12)F (1-N-Glycidyl-5-fluoro-indole). Isolated yield 87.2%. RXN SMILES: [CH2:1]([CH:3]1[O:5][CH2:4]1)Br.[F:6][C:7]1[CH:8]=[C:9]2[C:13](=[CH:14][CH:15]=1)[NH:12][CH:11]=[CH:10]2.[H-].[Na+].O>CN(C=O)C>[CH2:1]([N:12]1[C:13]2[C:9](=[CH:8][C:7]([F:6])=[CH:15][CH:14]=2)[CH:10]=[CH:11]1)[CH:3]1[O:5][CH2:4]1 |f:2.3|. Procedure: Epibromohydrin (1.4 ml, 16.5 mmole) was added to a stirred solution of 5-fluoroindole (2.0 g, 15 mmole) and sodium hydride (0.66 g, 16.5 mmole) in anhydrous DMF (20 ml), and the mixture was heated at 60° C. under nitrogen for 15 hours. Water (100 ml) was added and the product extracted into CH2Cl2 (3×35 ml). The combined organics were washed with water (25 ml), brine (25 ml) and dried over anhydrous sodium sulfate. Filtration and concentration in vacuo gave the crude product as a viscous yellow ... Conditions: time 4 hour. The yield is 22.5%. The product is OC1=CC=CC(=N1)N1CCC2(CCN(C2=O)C2=CC=C(C=C2)OC(F)(F)F)CC1 (8-(6-Hydroxy-pyridin-2-yl)-2-(4-trifluoromethoxy-phenyl)-2,8-diaza-spiro[4.5]decan-1-one). Reagents/catalysts: [Pd] (palladium (0)). The solvent is CO (methanol). Starting materials: C(C1=CC=CC=C1)OC1=CC=CC(=N1)N1CCC2(CCN(C2=O)C2=CC=C(C=C2)OC(F)(F)F)CC1 (8-(6-benzyloxy-pyridin-2-yl)-2-(4-trifluoromethoxy-phenyl)-2,8-diaza-spiro[4.5]decan-1-one). Procedure: To a solution of 8-(6-benzyloxy-pyridin-2-yl)-2-(4-trifluoromethoxy-phenyl)-2,8-diaza-spiro[4.5]decan-1-one (58 mg, 0.12 mmol) in methanol (2 mL) was added palladium (0) (4 mg). The reaction mixture was stirred at room temperature under an atmospheric pressure of H2 for 4 h and subsequently filtered. The filtrate was concentrated in vacuo and the crude residue was purified by flash column chromatography to yield the title compound (11 mg, 23%) as a white solid. MS (ESI): 408.3 (MH+) RXN SMILES: C([O:8][C:9]1[N:14]=[C:13]([N:15]2[CH2:36][CH2:35][C:18]3([C:22](=[O:23])[N:21]([C:24]4[CH:29]=[CH:28][C:27]([O:30][C:31]([F:34])([F:33])[F:32])=[CH:26][CH:25]=4)[CH2:20][CH2:19]3)[CH2:17][CH2:16]2)[CH:12]=[CH:11][CH:10]=1)C1C=CC=CC=1>CO.[Pd]>[OH:8][C:9]1[N:14]=[C:13]([N:15]2[CH2:36][CH2:35][C:18]3([C:22](=[O:23])[N:21]([C:24]4[CH:29]=[CH:28][C:27]([O:30][C:31]([F:32])([F:34])[F:33])=[CH:26][CH:25]=4)[CH2:20][CH2:19]3)[CH2:17][CH2:16]2)[CH:12]=[CH:11][CH:10]=1.